Dataset: the Open Reaction Database (ORD), a public repository of structured organic reaction records. Task: describe an organic reaction: reactants, conditions, products, and yield RXN SMILES: [CH3:1][O:2][C:3](=[O:38])[C@H:4]([CH2:34][CH2:35][S:36][CH3:37])[NH:5][C:6](=[O:33])[C:7]1[CH:12]=[CH:11][C:10]([NH:13][CH2:14][C@@H:15]2[CH2:19][S:18][CH2:17][N:16]2C(OC(C)(C)C)=O)=[CH:9][C:8]=1[C:27]1[CH:32]=[CH:31][CH:30]=[CH:29][CH:28]=1.COC(=O)[C@H](CCSC)NC(=O)C1C=CC(NC([C@@H]2CSCN2C(OC(C)(C)C)=O)=O)=CC=1C1C=CC=CC=1>>[CH3:1][O:2][C:3](=[O:38])[C@H:4]([CH2:34][CH2:35][S:36][CH3:37])[NH:5][C:6](=[O:33])[C:7]1[CH:12]=[CH:11][C:10]([NH:13][CH2:14][C@@H:15]2[CH2:19][S:18][CH2:17][NH:16]2)=[CH:9][C:8]=1[C:27]1[CH:28]=[CH:29][CH:30]=[CH:31][CH:32]=1. The product is COC([C@@H](NC(C1=C(C=C(C=C1)NC[C@H]1NCSC1)C1=CC=CC=C1)=O)CCSC)=O ([4-((R)-thiazolidin-4-ylmethyl)amino-2-phenylbenzoyl]methionine methyl ester). The reactants are COC([C@@H](NC(C1=C(C=C(C=C1)NC[C@H]1N(CSC1)C(=O)OC(C)(C)C)C1=CC=CC=C1)=O)CCSC)=O ([4-(N-tert-butoxycarbonyl-(R)-thiazolidin-4-ylmethyl)amino-2-phenylbenzoyl]methionine methyl ester), COC([C@@H](NC(C1=C(C=C(C=C1)NC(=O)[C@H]1N(CSC1)C(=O)OC(C)(C)C)C1=CC=CC=C1)=O)CCSC)=O ([4-(N-tert-butoxycarbonyl-(R)-thiazolidin-4-ylcarbonyl)amino-2-phenylbenzoyl]methionine methyl ester). Procedure details: The desired compound was prepared according to the method of Example 164C, except substituting [4-(N-tert-butoxycarbonyl-(R)-thiazolidin-4-ylmethyl)amino-2-phenylbenzoyl]methionine methyl ester, prepared as in Example 166B, for [4-(N-tert-butoxycarbonyl-(R)-thiazolidin-4-ylcarbonyl)amino-2-phenylbenzoyl]methionine methyl ester. Starting materials: N(C(=N)N)C1=NN(N=C1)CCCCC#N (5-(4-guanidino-1,2,3-triazol-2-yl)valeronitrile), Cl (hydrogen chloride), CO (MeOH). Solvent: C(Cl)(Cl)Cl (chloroform). Run at time 3 day. The product is Cl.N(C(=N)N)C1=NN(N=C1)CCCCC(OC)=N (methyl 5-(4-guanidino-1,2,3-triazol-2-yl)valerimidate hydrochloride). As a reaction SMILES: [NH:1]([C:5]1[CH:9]=[N:8][N:7]([CH2:10][CH2:11][CH2:12][CH2:13][C:14]#[N:15])[N:6]=1)[C:2]([NH2:4])=[NH:3].[ClH:16].[CH3:17][OH:18]>C(Cl)(Cl)Cl>[ClH:16].[NH:1]([C:5]1[CH:9]=[N:8][N:7]([CH2:10][CH2:11][CH2:12][CH2:13][C:14](=[NH:15])[O:18][CH3:17])[N:6]=1)[C:2]([NH2:4])=[NH:3] |f:4.5|. Reported procedure: A solution of 5-(4-guanidino-1,2,3-triazol-2-yl)valeronitrile (0.41 g.) in chloroform (15 ml.) and MeOH (4 ml.) was saturated at 0° with gaseous hydrogen chloride and the solution kept at 0° for 3 days. Lvaporation gave methyl 5-(4-guanidino-1,2,3-triazol-2-yl)valerimidate hydrochloride which was used without further purification. Reactants: C(=O)(O)C12CCC(CC1)(CC2)NCC(=O)N2[C@@H](C[C@@H](C2)F)C#N ((2S,4S)-1-[[N-(4-carboxybicyclo[2.2.2]oct-1-yl)amino]acetyl]-4-fluoropyrrolidine-2-carbonitrile), C(CCC)C1=CC=C(N)C=C1 (4-butylaniline). Product: C(CCC)C1=CC=C(C=C1)NC(=O)C12CCC(CC1)(CC2)NCC(=O)N2[C@@H](C[C@@H](C2)F)C#N ((2S,4S)-1-[[N-[4-[N-(4-butylphenyl)amino]carbonylbicyclo[2.2.2]oct-1-yl]amino]acetyl]-4-fluoropyrrolidine-2-carbonitrile). Yield: 40.1%. Reaction SMILES: [C:1]([C:4]12[CH2:11][CH2:10][C:7]([NH:12][CH2:13][C:14]([N:16]3[CH2:20][C@@H:19]([F:21])[CH2:18][C@H:17]3[C:22]#[N:23])=[O:15])([CH2:8][CH2:9]1)[CH2:6][CH2:5]2)([OH:3])=O.[CH2:24]([C:28]1[CH:34]=[CH:33][C:31]([NH2:32])=[CH:30][CH:29]=1)[CH2:25][CH2:26][CH3:27]>>[CH2:24]([C:28]1[CH:29]=[CH:30][C:31]([NH:32][C:1]([C:4]23[CH2:11][CH2:10][C:7]([NH:12][CH2:13][C:14]([N:16]4[CH2:20][C@@H:19]([F:21])[CH2:18][C@H:17]4[C:22]#[N:23])=[O:15])([CH2:8][CH2:9]2)[CH2:6][CH2:5]3)=[O:3])=[CH:33][CH:34]=1)[CH2:25][CH2:26][CH3:27]. Procedure: In a similar manner to Example 63, (2S,4S)-1-[[N-(4-carboxybicyclo[2.2.2]oct-1-yl)amino]acetyl]-4-fluoropyrrolidine-2-carbonitrile (50.0 mg) and 4-butylaniline (51.0 mg) were used to obtain (2S,4S)-1-[[N-[4-[N-(4-butylphenyl)amino]carbonylbicyclo[2.2.2]oct-1-yl]amino]acetyl]-4-fluoropyrrolidine-2-carbonitrile (28.2 mg). The reactants are S1C=CC=C1 (thiophene), Cl (HCl), O (H2O), C1CCOC1 (THF). Yields the product S1C=C(C=C1)C(C=O)C (2-thiophen-3-yl-propionaldehyde). Isolated yield 30.0%. Reaction SMILES: [S:1]1[CH:5]=[CH:4][CH:3]=[CH:2]1.Cl.O.[CH2:8]1C[O:11][CH2:10][CH2:9]1>>[S:1]1[CH:5]=[CH:4][C:3]([CH:9]([CH3:8])[CH:10]=[O:11])=[CH:2]1. Procedure details: A solution of methoxymethyldiphenyl phosphonium chloride (4 g, 11.9 mmol) in anhydrous ethanol (50 ml) was cooled to 0° C. and sodium ethoxide (0.8 g, 8.25 mmol) was added. After the mixture had warmed to room temperature, 1-thiophen-3-yl-ethanone (0.7 g, 5.9 mmol) was added and the reaction mixture was heated to 120° C. for 30 min in Microwave. The mixture was filtered and the filtrate was concentrated. The crude product was purified by silica gel column chromatograph using EtOAc:Hexane/20:80 a... Reactants: CC1(C)CCC(NC(=O)c2cc(N)c([N+](=O)[O-])cn2)CC1, CO. The product is CC1(C)CCC(NC(=O)c2cc(N)c(N)cn2)CC1. RXN SMILES: [CH3:1][C:2]1([CH3:21])[CH2:3][CH2:4][CH:5]([NH:8][C:9](=[O:10])[c:11]2[n:12][cH:13][c:14]([N+:18]([O-:19])=[O:20])[c:15]([NH2:17])[cH:16]2)[CH2:6][CH2:7]1.[CH3:22][OH:23]>>[CH3:1][C:2]1([CH3:21])[CH2:3][CH2:4][CH:5]([NH:8][C:9](=[O:10])[c:11]2[n:12][cH:13][c:14]([NH2:18])[c:15]([NH2:17])[cH:16]2)[CH2:6][CH2:7]1. Starting materials: CC(C)(C)OC(=O)CNC(=O)C1=C(O)c2cc(F)ccc2C(C)(C)C1=O, O=C(O)C(F)(F)F. Product: CC1(C)C(=O)C(C(=O)NCC(=O)O)=C(O)c2cc(F)ccc21. As a reaction SMILES: [F:1][c:2]1[cH:3][c:4]2[c:9]([cH:10][cH:11]1)[C:8]([CH3:12])([CH3:13])[C:7](=[O:14])[C:6]([C:15](=[O:16])[NH:17][CH2:18][C:19](=[O:20])[O:21][C:22]([CH3:23])([CH3:24])[CH3:25])=[C:5]2[OH:26].[F:27][C:28]([F:29])([F:30])[C:31]([OH:32])=[O:33]>>[F:1][c:2]1[cH:3][c:4]2[c:9]([cH:10][cH:11]1)[C:8]([CH3:12])([CH3:13])[C:7](=[O:14])[C:6]([C:15](=[O:16])[NH:17][CH2:18][C:19](=[O:20])[OH:21])=[C:5]2[OH:26]. The reactants are O=C([O-])O, ClCCl, CC#N, [Na+], O, CCC(NC(=O)OC(C)(C)C)c1nc2c(C(F)(F)F)cccc2c(O)c1C(=O)Nc1nccs1, O=C(O)C(F)(F)F. Product: CCC(N)c1nc2c(C(F)(F)F)cccc2c(O)c1C(=O)Nc1nccs1. As a reaction SMILES: [C:45](=[O:46])([OH:47])[O-:48].[CH2:35]([Cl:36])[Cl:37].[CH3:51][C:52]#[N:53].[Na+:49].[OH2:50].[OH:1][c:2]1[c:3]([C:27](=[O:28])[NH:29][c:30]2[s:31][cH:32][cH:33][n:34]2)[c:4]([CH:16]([CH2:17][CH3:18])[NH:19][C:20](=[O:21])[O:22][C:23]([CH3:24])([CH3:25])[CH3:26])[n:5][c:6]2[c:7]([C:12]([F:13])([F:14])[F:15])[cH:8][cH:9][cH:10][c:11]12.[OH:38][C:39]([C:40]([F:41])([F:42])[F:43])=[O:44]>>[OH:1][c:2]1[c:3]([C:27](=[O:28])[NH:29][c:30]2[s:31][cH:32][cH:33][n:34]2)[c:4]([CH:16]([CH2:17][CH3:18])[NH2:19])[n:5][c:6]2[c:7]([C:12]([F:13])([F:14])[F:15])[cH:8][cH:9][cH:10][c:11]12.